This data is from the Open Reaction Database (ORD), a public repository of structured organic reaction records. The task is: describe an organic reaction: reactants, conditions, products, and yield Isolated yield 198.4%. Conditions: time 232 hour. Starting materials: Cl.Cl.C(C)(=N)N1C[C@H](CC1)OC1=CC=C(C=C1)C(C(=O)OCC)CC1=CC2=CC(=CC=C2C=C1)C(N)=N (ethyl (+)-2-[4-[((3S)-1-acetimidoyl-3-pyrrolidinyl)oxy]phenyl]-3-(7-amidino-2-naphthyl)propionate dihydrochloride). Run in Cl (hydrochloric acid). RXN SMILES: [ClH:1].Cl.[C:3]([N:6]1[CH2:10][CH2:9][C@H:8]([O:11][C:12]2[CH:17]=[CH:16][C:15]([CH:18]([CH2:24][C:25]3[CH:34]=[CH:33][C:32]4[C:27](=[CH:28][C:29]([C:35](=[NH:37])[NH2:36])=[CH:30][CH:31]=4)[CH:26]=3)[C:19]([O:21]CC)=[O:20])=[CH:14][CH:13]=2)[CH2:7]1)(=[NH:5])[CH3:4]>Cl>[ClH:1].[ClH:1].[C:3]([N:6]1[CH2:10][CH2:9][C@H:8]([O:11][C:12]2[CH:17]=[CH:16][C:15]([CH:18]([CH2:24][C:25]3[CH:34]=[CH:33][C:32]4[C:27](=[CH:28][C:29]([C:35](=[NH:36])[NH2:37])=[CH:30][CH:31]=4)[CH:26]=3)[C:19]([OH:21])=[O:20])=[CH:14][CH:13]=2)[CH2:7]1)(=[NH:5])[CH3:4] |f:0.1.2,4.5.6|. The product is Cl.Cl.C(C)(=N)N1C[C@H](CC1)OC1=CC=C(C=C1)C(C(=O)O)CC1=CC2=CC(=CC=C2C=C1)C(N)=N ((+)-2-[4-[((3S)-1-acetimidoyl-3-pyrrolidinyl)oxy]phenyl]-3-(7-amidino-2-naphthyl)propionic acid dihydrochloride). Procedure details: While keeping the inner temperature at -5° C. or below, 110.1 g of ethyl (+)-2-[4-[((3S)-1-acetimidoyl-3-pyrrolidinyl)oxy]phenyl]-3-(7-amidino-2-naphthyl)propionate dihydrochloride was dissolved in 3,300 ml of concentrated hydrochloric acid, and the resulting solution was allowed to stand still for 232 hours at 5° C. The resulting reaction solution was concentrated by distilling off hydrochloric acid and water under a reduced pressure. The resulting residue was purified by subjecting it to colum... Reactants: ClC1=CC=C(C(=O)C2=C(C=C(CBr)C=C2Cl)Cl)C=C1 (4-(4-chlorobenzoyl)-3,5-dichlorobenzyl bromide), [N-]=[N+]=[N-].[K+] (potassium azide). Run in C(C)O (ethanol). The product is ClC1=CC=C(C(=O)C2=C(C=C(CN=[N+]=[N-])C=C2Cl)Cl)C=C1 (4-(4-chlorobenzoyl)-3,5-dichlorobenzyl azide). Isolated yield 100.9%. As a reaction SMILES: [Cl:1][C:2]1[CH:19]=[CH:18][C:5]([C:6]([C:8]2[C:15]([Cl:16])=[CH:14][C:11]([CH2:12]Br)=[CH:10][C:9]=2[Cl:17])=[O:7])=[CH:4][CH:3]=1.[N-:20]=[N+:21]=[N-:22].[K+]>C(O)C>[Cl:1][C:2]1[CH:19]=[CH:18][C:5]([C:6]([C:8]2[C:15]([Cl:16])=[CH:14][C:11]([CH2:12][N:20]=[N+:21]=[N-:22])=[CH:10][C:9]=2[Cl:17])=[O:7])=[CH:4][CH:3]=1 |f:1.2|. Reported procedure: A suspension of 4-(4-chlorobenzoyl)-3,5-dichlorobenzyl bromide (3.2 g, 8.5 mmol) and potassium azide (1.3 g, 16 mmol) in ethanol (32 ml) was refluxed 5 hours, cooled, and filtered. The precipitate was washed once with ethanol and the combined filtrate and wash were evaporated under vacuum. The residue was triturated with diethyl ether (50 ml) and filtered. The filtrate was evaporated under vacuum to provide 2.92 g (100%) of 4-(4-chlorobenzoyl)-3,5-dichlorobenzyl azide, m.p. 50°-55° C. Starting materials: [BH4-].[Na+] (sodium borohydride), CC1=CC(CC(=O)C1)(C)C (β-isophorone), CC=1CC(CC(C1)(C)C)O (3,5,5-trimethyl-cyclohex-3-en-1-ol), C(C)(=O)OC(C)=O (acetic anhydride), C(C)(=O)[O-].[Na+] (sodium acetate). The solvent is CO (methanol). Product: C(C)(=O)OC1CC(=CC(C1)(C)C)C (3,5,5-Trimethyl-cyclohex-3-en-1-yl acetate). As a reaction SMILES: [BH4-].[Na+].[CH3:3][C:4]1[CH2:10][C:8](=[O:9])[CH2:7][C:6]([CH3:12])([CH3:11])[CH:5]=1.CC1[CH2:15][CH:16]([OH:22])CC(C)(C)C=1.C(OC(=O)C)(=O)C.C([O-])(=O)C.[Na+]>CO>[C:16]([O:9][CH:8]1[CH2:7][C:6]([CH3:12])([CH3:11])[CH:5]=[C:4]([CH3:3])[CH2:10]1)(=[O:22])[CH3:15] |f:0.1,5.6|. Reported procedure: Prepared by reduction by means of sodium borohydride in methanol of β-isophorone [obtained according to J. Am. Chem. Soc., 63, 2308 (1941)] and subsequent acetylation of the obtained 3,5,5-trimethyl-cyclohex-3-en-1-ol by means of acetic anhydride in the presence of sodium acetate at 50° C. during 20 hours. The reactants are [Cl-].[Al+3].[Cl-].[Cl-] (aluminium chloride), S1C=CC=C1 (thiophene), ClCCCCC(=O)Cl (5-chlorovaleryl chloride). Conditions: time 5 hour. The product is ClCCCCC(=O)C=1SC=CC1 (2-(5-chloropentanoyl)thiophene). RXN SMILES: [Cl-].[Al+3].[Cl-].[Cl-].[S:5]1[CH:9]=[CH:8][CH:7]=[CH:6]1.[Cl:10][CH2:11][CH2:12][CH2:13][CH2:14][C:15](Cl)=[O:16]>>[Cl:10][CH2:11][CH2:12][CH2:13][CH2:14][C:15]([C:6]1[S:5][CH:9]=[CH:8][CH:7]=1)=[O:16] |f:0.1.2.3|. Procedure details: 16 g (0.120 mol) of aluminium chloride are introduced portionwise over 15 min into a solution, maintained at about +5°, of 20.2 g (0.240 mol) of thiophene and 15.5 g (0.100 mol) of 5-chlorovaleryl chloride and the mixture is stirred for 5 h at room temperature. After removal of the supernatant by means of separating the phases by settling, the reaction medium is taken up in 120 ml of 3N hydrochloric acid solution and extracted with chloroform. The reactants are resultant solution, ether-benzene, N(=[N+]=[N-])C(C(=O)OC)CCC#N (Methyl 2-azido-4-cyanobutyrate), [OH-].[Na+] (sodium hydroxide). The solvent is C(C)O (ethanol), O (water). Reaction conditions: time 5 minute. Product: N(=[N+]=[N-])C(C(=O)O)CCC#N (2-Azido-4-cyanobutyric acid). Yield: 88.2%. RXN SMILES: [N:1]([CH:4]([CH2:9][CH2:10][C:11]#[N:12])[C:5]([O:7]C)=[O:6])=[N+:2]=[N-:3].[OH-].[Na+]>C(O)C.O>[N:1]([CH:4]([CH2:9][CH2:10][C:11]#[N:12])[C:5]([OH:7])=[O:6])=[N+:2]=[N-:3] |f:1.2|. Procedure: Methyl 2-azido-4-cyanobutyrate (1.1 g, 6.55 mmol) was dissolved into a solution of sodium hydroxide in 90% ethanol (7 ml of 1N) and the resultant solution let stand at room temperature for 45 min. Thin layer chromatography (silica, 10% ether-benzene) indicated the reaction was completed. The reaction mixture was diluted with water (7 ml) and stirred (5 min) with Dowex 50W-X8 (acidic, H+ form) resin and then filtered. The filtrate was concentrated under reduced pressure to half the volume (to rem... Reactants: Cl.C1=CC=CC2=NC=C3CCCCC3=C12 (7,8,9,10-Tetrahydrophenanthridine hydrochloride). The reagents and catalysts are [Pt]=O (platinum oxide). Run in C(C)(=O)O (acetic acid), O (water), [H][H] (hydrogen), [H][H] (hydrogen). Yields the product C1CCCC2=NC=C3CCCCC3=C12 (1,2,3,4,7,8,9,10-Octahydrophenanthridine). Yield: 100.6%. RXN SMILES: Cl.[CH:2]1[C:15]2[C:6](=[N:7][CH:8]=[C:9]3[C:14]=2[CH2:13][CH2:12][CH2:11][CH2:10]3)[CH:5]=[CH:4][CH:3]=1>C(O)(=O)C.O.[H][H].[Pt]=O>[CH2:2]1[C:15]2[C:6](=[N:7][CH:8]=[C:9]3[C:14]=2[CH2:13][CH2:12][CH2:11][CH2:10]3)[CH2:5][CH2:4][CH2:3]1 |f:0.1|. Reported procedure: 7,8,9,10-Tetrahydrophenanthridine hydrochloride (29 g, 0.13 mole) was dissolved in a mixture of glacial acetic acid (200 ml.) and water (10 ml.) and hydrogenated at 50 psi of hydrogen and room temperature over platinum oxide (750 mg.) until the theoretical uptake of hydrogen (0.26 mole) was observed. The solution was filtered and the solvents removed under reduced pressure. The residue was dissolved in water (100 ml.), and pH adjusted to 9 with Na2CO3 and the solution extracted with diethyl ethe...